From a dataset of the Open Reaction Database (ORD), a public repository of structured organic reaction records. describe an organic reaction: reactants, conditions, products, and yield Reactants: COCCOCCOC, Nc1ccccc1Nc1ccccc1F, NS(N)(=O)=O. The product is O=S1(=O)Nc2ccccc2N1c1ccccc1F. Reaction SMILES: [CH3:21][O:22][CH2:23][CH2:24][O:25][CH2:26][CH2:27][O:28][CH3:29].[F:1][c:2]1[c:3]([NH:8][c:9]2[c:10]([NH2:15])[cH:11][cH:12][cH:13][cH:14]2)[cH:4][cH:5][cH:6][cH:7]1.[NH2:16][S:17]([NH2:18])(=[O:19])=[O:20]>>[F:1][c:2]1[c:3]([N:8]2[c:9]3[c:10]([cH:11][cH:12][cH:13][cH:14]3)[NH:15][S:17]2(=[O:19])=[O:20])[cH:4][cH:5][cH:6][cH:7]1. As a reaction SMILES: [CH3:1][CH:2]([C:3](=[O:4])[c:5]1[cH:6][cH:7][cH:8][c:9]2[cH:10][cH:11][cH:12][cH:13][c:14]12)[CH3:15].[CH3:21][CH2:22][CH2:23][CH2:24][CH2:25][CH2:26][CH3:27].[S:16]([Cl:17])(=[O:18])([Cl:19])=[O:20]>>[CH3:1][C:2]([C:3](=[O:4])[c:5]1[cH:6][cH:7][cH:8][c:9]2[cH:10][cH:11][cH:12][cH:13][c:14]12)([CH3:15])[Cl:19]. Starting materials: CC(C)C(=O)c1cccc2ccccc12, CCCCCCC, O=S(=O)(Cl)Cl. The product is CC(C)(Cl)C(=O)c1cccc2ccccc12. Procedure: 16 ml (0.22 mol) of liquid phosgene are condensed into 33 g (0.15 mol) of 2,2-dibromopropanol in 150 ml of CH2Cl2, at -20° C, and 12 ml (0.15 mol) of pyridine in 15 ml of CH2Cl2 are then added slowly dropwise at -20° C to -5° C and the mixture is stirred for a further 2 hours at 20° C. The solution is washed, at 0° C, with water, 5% strength sulphuric acid and H2O and dried (Na2SO4) and the solvent is stripped off (46.1 g of crude product). Vacuum distillation gives 36.3 g (86%) of 2,2-dibromopr... The product is BrC(COC(=O)Cl)(C)Br (2,2-dibromopropoxycarbonyl chloride). Solvent: C(Cl)Cl (CH2Cl2), C(Cl)Cl (CH2Cl2). Run at temperature 20 celsius, time 2 hour. The reactants are N1=CC=CC=C1 (pyridine), liquid, C(=O)(Cl)Cl (phosgene), BrC(CO)(C)Br (2,2-dibromopropanol). As a reaction SMILES: [C:1]([Cl:4])(Cl)=[O:2].[Br:5][C:6]([Br:10])([CH3:9])[CH2:7][OH:8].N1C=CC=CC=1>C(Cl)Cl>[Br:5][C:6]([Br:10])([CH3:9])[CH2:7][O:8][C:1]([Cl:4])=[O:2]. Isolated yield 86.0%. Reactants: NC1=NC(=CC(=N1)N1CCC2(C[C@H](N(C2)C(=O)OCC2=CC=CC=C2)C(=O)OCC)CC1)O[C@@H](C(F)(F)F)C1=CC=C(C=C1)Br ((S)-2-benzyl 3-ethyl 8-(2-amino-6-((R)-1-(4-bromophenyl)-2,2,2-trifluoroethoxy)-pyrimidin-4-yl)-2,8-diazaspiro[4.5]decane-2,3-dicarboxylate), [OH-].[Na+] (NaOH). Solvent: C1CCOC1.CCO.O (THF EtOH H2O). Run at time 12 hour. Yields the product NC1=NC(=CC(=N1)N1CCC2(C[C@H](N(C2)C(=O)OCC2=CC=CC=C2)C(=O)O)CC1)O[C@@H](C(F)(F)F)C1=CC=C(C=C1)Br ((S)-8-(2-amino-6-((R)-1-(4-bromophenyl)-2,2,2-trifluoroethoxy)pyrimidin-4-yl)-2-(benzyloxycarbonyl)-2,8-diazaspiro[4.5]decane-3-carboxylic acid). As a reaction SMILES: [NH2:1][C:2]1[N:7]=[C:6]([N:8]2[CH2:32][CH2:31][C:11]3([CH2:15][N:14]([C:16]([O:18][CH2:19][C:20]4[CH:25]=[CH:24][CH:23]=[CH:22][CH:21]=4)=[O:17])[C@H:13]([C:26]([O:28]CC)=[O:27])[CH2:12]3)[CH2:10][CH2:9]2)[CH:5]=[C:4]([O:33][C@H:34]([C:39]2[CH:44]=[CH:43][C:42]([Br:45])=[CH:41][CH:40]=2)[C:35]([F:38])([F:37])[F:36])[N:3]=1.[OH-].[Na+]>C1COCC1.CCO.O>[NH2:1][C:2]1[N:7]=[C:6]([N:8]2[CH2:9][CH2:10][C:11]3([CH2:15][N:14]([C:16]([O:18][CH2:19][C:20]4[CH:25]=[CH:24][CH:23]=[CH:22][CH:21]=4)=[O:17])[C@H:13]([C:26]([OH:28])=[O:27])[CH2:12]3)[CH2:31][CH2:32]2)[CH:5]=[C:4]([O:33][C@H:34]([C:39]2[CH:40]=[CH:41][C:42]([Br:45])=[CH:43][CH:44]=2)[C:35]([F:38])([F:37])[F:36])[N:3]=1 |f:1.2,3.4.5|. Procedure: To a solution of (S)-2-benzyl 3-ethyl 8-(2-amino-6-((R)-1-(4-bromophenyl)-2,2,2-trifluoroethoxy)-pyrimidin-4-yl)-2,8-diazaspiro[4.5]decane-2,3-dicarboxylate (190 mg, 0.27 mmol) was added NaOH (100 mg, 0.26 mmol) in 15 mL THF/EtOH/H2O (2/1/2.5), and the reaction was stirred for 12 h at RT. Then, the reaction mixture was concentrated in vacuo to remove most of the organic solvents, and the pH was adjusted to 6 with 1 N HCl. EtOAc was added, and the organic layer was washed with brine, dried over N... The reactants are O=S1(=O)Nc2ccccc2N1c1ccc(F)c(F)c1, C1CCOC1, CC(C)(C)OC(=O)N1CCN(CCO)CC1, c1ccc(P(c2ccccc2)c2ccccc2)cc1. The product is CC(C)(C)OC(=O)N1CCN(CCN2c3ccccc3N(c3ccc(F)c(F)c3)S2(=O)=O)CC1. Reaction SMILES: [F:1][c:2]1[cH:3][c:4]([N:9]2[S:10](=[O:18])(=[O:19])[NH:11][c:12]3[c:13]2[cH:14][cH:15][cH:16][cH:17]3)[cH:5][cH:6][c:7]1[F:8].[O:55]1[CH2:56][CH2:57][CH2:58][CH2:59]1.[OH:39][CH2:40][CH2:41][N:42]1[CH2:43][CH2:44][N:45]([C:48](=[O:49])[O:50][C:51]([CH3:52])([CH3:53])[CH3:54])[CH2:46][CH2:47]1.[c:20]1([P:21]([c:22]2[cH:23][cH:24][cH:25][cH:26][cH:27]2)[c:28]2[cH:29][cH:30][cH:31][cH:32][cH:33]2)[cH:34][cH:35][cH:36][cH:37][cH:38]1>>[F:1][c:2]1[cH:3][c:4]([N:9]2[S:10](=[O:18])(=[O:19])[N:11]([CH2:40][CH2:41][N:42]3[CH2:43][CH2:44][N:45]([C:48](=[O:49])[O:50][C:51]([CH3:52])([CH3:53])[CH3:54])[CH2:46][CH2:47]3)[c:12]3[c:13]2[cH:14][cH:15][cH:16][cH:17]3)[cH:5][cH:6][c:7]1[F:8]. Starting materials: COC1=CC=C(C=C1)N(C(=O)C1=C2C(=NC3=CC=CC=C13)SC=C2)S(=O)(=O)CCCC(=O)O (N-(4-Methoxy-phenyl)-N-(carboxypropyl-sulfonyl)-thieno[2,3-b]quinoline-4-carboxamide), O1CCN(CC1)CC[N+]#[C-] (2-Morpholino-ethyl-isocyanide), ON1C(CCC1=O)=O (N-Hydroxysuccinimide). Reaction conditions: time 8 hour. Yields the product COC1=CC=C(C=C1)N(C(=O)C1=C2C(=NC3=CC=CC=C13)SC=C2)S(=O)(=O)CCCC(=O)ON2C(CCC2=O)=O (N-(4-Methoxy-phenyl)-N-(succinimidyl-oxycarbonyl-propyl-sulfonyl)-thieno[2,3-b]quinoline-4-carboxamide). Isolated yield 107.5%. RXN SMILES: [CH3:1][O:2][C:3]1[CH:8]=[CH:7][C:6]([N:9]([S:25]([CH2:28][CH2:29][CH2:30][C:31]([OH:33])=[O:32])(=[O:27])=[O:26])[C:10]([C:12]2[C:21]3[C:16](=[CH:17][CH:18]=[CH:19][CH:20]=3)[N:15]=[C:14]3[S:22][CH:23]=[CH:24][C:13]=23)=[O:11])=[CH:5][CH:4]=1.O1CCN(CC[N+]#[C-])CC1.O[N:45]1[C:49](=[O:50])[CH2:48][CH2:47][C:46]1=[O:51]>>[CH3:1][O:2][C:3]1[CH:4]=[CH:5][C:6]([N:9]([S:25]([CH2:28][CH2:29][CH2:30][C:31]([O:33][N:45]2[C:49](=[O:50])[CH2:48][CH2:47][C:46]2=[O:51])=[O:32])(=[O:26])=[O:27])[C:10]([C:12]2[C:21]3[C:16](=[CH:17][CH:18]=[CH:19][CH:20]=3)[N:15]=[C:14]3[S:22][CH:23]=[CH:24][C:13]=23)=[O:11])=[CH:7][CH:8]=1. Procedure details: A mixture of 66 mg (0.12 mmol) N-(4-Methoxy-phenyl)-N-(carboxypropyl-sulfonyl)-thieno[2,3-b]quinoline-4-carboxamide 17, 25 μl (0.17 mmol) 2-Morpholino-ethyl-isocyanide (MEI) and 21 mg (0.17 mmol) N-Hydroxysuccinimide (HOSu) was stirred overnight at room temperature. The solvent was removed under vacuum and the oily residue was purified by silica gel column chromatography (eluent: methylene chloride/acetone 9:1+0.1% acetic acid). The appropriate fractions were combined and evaporated to yield 75 ... Reactants: C(C)O (ethanol), C(CCCCCCCCC)C1=CC=C(C(=O)OCC)C=C1 (ethyl 4-decylbenzoate), O.NN (hydrazine hydrate). The solvent is O (water). Product: C(CCCCCCCCC)C1=CC=C(C(=O)NN)C=C1 (4-decylbenzohydrazide). Yield: 72.9%. RXN SMILES: C(O)C.[CH2:4]([C:14]1[CH:24]=[CH:23][C:17]([C:18](OCC)=[O:19])=[CH:16][CH:15]=1)[CH2:5][CH2:6][CH2:7][CH2:8][CH2:9][CH2:10][CH2:11][CH2:12][CH3:13].O.[NH2:26][NH2:27]>O>[CH2:4]([C:14]1[CH:24]=[CH:23][C:17]([C:18]([NH:26][NH2:27])=[O:19])=[CH:16][CH:15]=1)[CH2:5][CH2:6][CH2:7][CH2:8][CH2:9][CH2:10][CH2:11][CH2:12][CH3:13] |f:2.3|. Reported procedure: 18 ml of ethanol was added to 10.0 g of ethyl 4-decylbenzoate, and then 20 g of 80%-hydrazine hydrate was added thereto, followed by refluxing for 16 hours. After the reaction, the reaction mixture was poured into 200 ml of iced water to precipitate a crystal. The crystal was recovered by filtration and recrystallized from ethanol to obtain 6.93 g of 4-decylbenzohydrazide (Yield: 72.9%). Starting materials: C1(=CC=CC=C1)[C@H](C(=O)O[C@H]1CN2CCC1CC2)NC2=CC=CC=C2 ((R)—((R)-quinuclidin-3-yl) 2-phenyl-2-(phenylamino)acetate), BrCC(=O)C1=CC=C(C=C1)N(CC)CC (2-bromo-1-(4-(diethylamino)phenyl)ethanone). Solvent: CCOC(=O)C (EtOAc). Run at time 15 hour. Product: [Br-].C(C)N(C1=CC=C(C=C1)C(C[N+]12C[C@@H](C(CC1)CC2)OC([C@H](NC2=CC=CC=C2)C2=CC=CC=C2)=O)=O)CC ((R)-1-(2-(4-(diethylamino)phenyl)-2-oxoethyl)-3-((R)-2-phenyl-2(phenylamino)acetoxy)-1-azoniabicyclo[2.2.2]octane bromide). Yield: 97.2%. As a reaction SMILES: [C:1]1([C@@H:7]([NH:19][C:20]2[CH:25]=[CH:24][CH:23]=[CH:22][CH:21]=2)[C:8]([O:10][C@@H:11]2[CH:16]3[CH2:17][CH2:18][N:13]([CH2:14][CH2:15]3)[CH2:12]2)=[O:9])[CH:6]=[CH:5][CH:4]=[CH:3][CH:2]=1.[Br:26][CH2:27][C:28]([C:30]1[CH:35]=[CH:34][C:33]([N:36]([CH2:39][CH3:40])[CH2:37][CH3:38])=[CH:32][CH:31]=1)=[O:29]>CCOC(C)=O>[Br-:26].[CH2:39]([N:36]([CH2:37][CH3:38])[C:33]1[CH:34]=[CH:35][C:30]([C:28](=[O:29])[CH2:27][N+:13]23[CH2:14][CH2:15][CH:16]([CH2:17][CH2:18]2)[C@@H:11]([O:10][C:8](=[O:9])[C@@H:7]([C:1]2[CH:2]=[CH:3][CH:4]=[CH:5][CH:6]=2)[NH:19][C:20]2[CH:25]=[CH:24][CH:23]=[CH:22][CH:21]=2)[CH2:12]3)=[CH:31][CH:32]=1)[CH3:40] |f:3.4|. Procedure details: To a solution of (R)—((R)-quinuclidin-3-yl) 2-phenyl-2-(phenylamino)acetate (diastereomer 1 of I2) (75 mg, 0.22 mmol) in EtOAc (5 ml), was added 2-bromo-1-(4-(diethylamino)phenyl)ethanone (66.3 mg, 0.24 mmol), and the reaction was stirred at room temperature for 15 hours. The solvent was evaporated and the crude was triturated with i-Pr2O to obtain (R)-1-(2-(4-(diethylamino)phenyl)-2-oxoethyl)-3-((R)-2-phenyl-2(phenylamino)acetoxy)-1-azoniabicyclo[2.2.2]octane bromide (129.7 mg, 96% yield).